From a dataset of the Open Reaction Database (ORD), a public repository of structured organic reaction records. describe an organic reaction: reactants, conditions, products, and yield Starting materials: C1CCOC1, CC(=O)Cl, COC(=O)c1[nH]c2c(C)ccc(C)c2c1N, O, c1ccncc1. The product is COC(=O)c1[nH]c2c(C)ccc(C)c2c1NC(C)=O. Reaction SMILES: [CH2:28]1[O:29][CH2:30][CH2:31][CH2:32]1.[CH3:23][C:24]([Cl:25])=[O:26].[NH2:1][c:2]1[c:3]([C:13](=[O:14])[O:15][CH3:16])[nH:4][c:5]2[c:6]([CH3:12])[cH:7][cH:8][c:9]([CH3:11])[c:10]12.[OH2:27].[cH:17]1[cH:18][cH:19][n:20][cH:21][cH:22]1>>[NH:1]([c:2]1[c:3]([C:13](=[O:14])[O:15][CH3:16])[nH:4][c:5]2[c:6]([CH3:12])[cH:7][cH:8][c:9]([CH3:11])[c:10]12)[C:24]([CH3:23])=[O:26]. Reactants: Br, COC(=O)CCCC=CC1CC(NC(=O)OCc2ccccc2)CN1Cc1ccccc1, CC(=O)O. Yields the product Br, COC(=O)CCCC=CC1CC(N)CN1Cc1ccccc1. As a reaction SMILES: [BrH:33].[CH2:1]([O:2][C:3](=[O:4])[NH:11][CH:12]1[CH2:13][CH:14]([CH:24]=[CH:25][CH2:26][CH2:27][CH2:28][C:29](=[O:30])[O:31][CH3:32])[N:15]([CH2:17][c:18]2[cH:19][cH:20][cH:21][cH:22][cH:23]2)[CH2:16]1)[c:5]1[cH:6][cH:7][cH:8][cH:9][cH:10]1.[CH3:34][C:35](=[O:36])[OH:37]>>[BrH:33].[NH2:11][CH:12]1[CH2:13][CH:14]([CH:24]=[CH:25][CH2:26][CH2:27][CH2:28][C:29](=[O:30])[O:31][CH3:32])[N:15]([CH2:17][c:18]2[cH:19][cH:20][cH:21][cH:22][cH:23]2)[CH2:16]1. Yield: 79.2%. Starting materials: FC1=C(C(=O)C2CCN(CC2)C(C)=O)C=CC(=C1)F (4-(2,4-difluorobenzoyl)-1-acetylpiperidine), O.NN (hydrazine hydrate). Run in C(C)O (ethanol). The product is C(C)(=O)N1CCC(CC1)C(C1=C(C=C(C=C1)F)F)=NN (1-acetyl-4-(2,4-difluorobenzoyl)piperidine hydrazone). Procedure: A solution of 15.0 g of 4-(2,4-difluorobenzoyl)-1-acetylpiperidine, 6.9 g of hydrazine hydrate and 140 ml of ethanol was heated under reflux for 4 hrs. The ethanol was removed in vacuo to give a solid. The solid was triturated with water, filtered and dried to yield 12.5 g (64%) of 1-acetyl-4-(2,4-difluorobenzoyl)piperidine hydrazone, mp 139°14 142° C. Reaction SMILES: [F:1][C:2]1[CH:18]=[C:17]([F:19])[CH:16]=[CH:15][C:3]=1[C:4]([CH:6]1[CH2:11][CH2:10][N:9]([C:12](=[O:14])[CH3:13])[CH2:8][CH2:7]1)=O.O.[NH2:21][NH2:22]>C(O)C>[C:12]([N:9]1[CH2:10][CH2:11][CH:6]([C:4](=[N:21][NH2:22])[C:3]2[CH:15]=[CH:16][C:17]([F:19])=[CH:18][C:2]=2[F:1])[CH2:7][CH2:8]1)(=[O:14])[CH3:13] |f:1.2|. Starting materials: CS(=O)(=O)OCC1CC(c2ccc(Br)c(F)c2)=NO1, [Cl-], [N-]=[N+]=[N-], [Na+], [Na+], CN(C)C=O. Product: [N-]=[N+]=NCC1CC(c2ccc(Br)c(F)c2)=NO1. RXN SMILES: [Br:1][c:2]1[c:3]([F:19])[cH:4][c:5]([C:8]2=[N:9][O:10][CH:11]([CH2:13][O:14][S:15]([CH3:16])(=[O:17])=[O:18])[CH2:12]2)[cH:6][cH:7]1.[Cl-:25].[N-:21]=[N+:22]=[N-:23].[Na+:20].[Na+:24].[O:26]=[CH:27][N:28]([CH3:29])[CH3:30]>>[Br:1][c:2]1[c:3]([F:19])[cH:4][c:5]([C:8]2=[N:9][O:10][CH:11]([CH2:13][N:21]=[N+:22]=[N-:23])[CH2:12]2)[cH:6][cH:7]1. Starting materials: Clc1cccc(-c2onc3ccc(Br)cc23)c1, C1CCOC1, [Li]CCCC, Cc1ccc(C=O)cc1, CCCCCC. Yields the product Cc1ccc(C(O)c2ccc3noc(-c4cccc(Cl)c4)c3c2)cc1. As a reaction SMILES: [Br:12][c:13]1[cH:14][cH:15][c:16]2[c:17]([c:18](-[c:21]3[cH:22][c:23]([Cl:27])[cH:24][cH:25][cH:26]3)[o:19][n:20]2)[cH:28]1.[CH2:38]1[O:39][CH2:40][CH2:41][CH2:42]1.[CH3:1][CH2:2][CH2:3][CH2:4][Li:5].[CH3:29][c:30]1[cH:31][cH:32][c:33]([CH:34]=[O:35])[cH:36][cH:37]1.[CH3:6][CH2:7][CH2:8][CH2:9][CH2:10][CH3:11]>>[c:13]1([CH:34]([c:33]2[cH:32][cH:31][c:30]([CH3:29])[cH:37][cH:36]2)[OH:35])[cH:14][cH:15][c:16]2[c:17]([c:18](-[c:21]3[cH:22][c:23]([Cl:27])[cH:24][cH:25][cH:26]3)[o:19][n:20]2)[cH:28]1. The reactants are Cl.ClC1=CC=C(CN(N)C2=CC=C(C=C2)F)C=C1 (1-[4-chlorobenzyl]-1-(4-fluorophenyl) hydrazine hydrochloride), CC(C(=O)OCC)C(C(CC)=O)C (ethyl 2,3-dimethyl-4-oxohexanoate). Product: ClC1=CC=C(CN2C(=C(C3=CC(=CC=C23)F)C)C(C(C(=O)O)C)C)C=C1 (3-[1-(4-chlorobenzyl)-3-methyl-5-fluoroindol-2-yl]-2-methyl-butanoic acid). RXN SMILES: Cl.[Cl:2][C:3]1[CH:18]=[CH:17][C:6]([CH2:7][N:8]([C:10]2[CH:15]=[CH:14][C:13]([F:16])=[CH:12][CH:11]=2)N)=[CH:5][CH:4]=1.[CH3:19][CH:20]([CH:26]([CH3:31])[C:27](=O)[CH2:28][CH3:29])[C:21]([O:23]CC)=[O:22]>>[Cl:2][C:3]1[CH:18]=[CH:17][C:6]([CH2:7][N:8]2[C:10]3[C:15](=[CH:14][C:13]([F:16])=[CH:12][CH:11]=3)[C:28]([CH3:29])=[C:27]2[CH:26]([CH3:31])[CH:20]([CH3:19])[C:21]([OH:23])=[O:22])=[CH:5][CH:4]=1 |f:0.1|. Procedure details: Following the method of Example 2, but using 1-[4-chlorobenzyl]-1-(4-fluorophenyl) hydrazine hydrochloride and ethyl 2,3-dimethyl-4-oxohexanoate as starting materials, the title compound was prepared.